This data is from the Open Reaction Database (ORD), a public repository of structured organic reaction records. The task is: describe an organic reaction: reactants, conditions, products, and yield The reactants are CO (CH3OH), COC(C)(OC(=O)N[C@@H](CC1=CNC=N1)C(=O)O)OC (N-[(1,1-Dimethoxyethoxy)carbonyl]-L-histidine), C([O-])([O-])=O.[Na+].[Na+] (sodium carbonate), C1(=CC=C(C=C1)S(=O)(=O)Cl)C (p-Toluenesulfonylchloride). The solvent is O (water). Run at time 4 hour. Yields the product COC(C)(OC(=O)N[C@@H](CC1=CN(C=N1)S(=O)(=O)C1=CC=C(C=C1)C)C(=O)O)OC (N-[(1,1-Dimethoxyethoxy)carbonyl]-1-[(4-methylphenyl)sulfonyl]-L-histidine). As a reaction SMILES: [CH3:1][O:2][C:3]([O:19][CH3:20])([O:5][C:6]([NH:8][C@H:9]([C:16]([OH:18])=[O:17])[CH2:10][C:11]1[N:15]=[CH:14][NH:13][CH:12]=1)=[O:7])[CH3:4].C(=O)([O-])[O-].[Na+].[Na+].[C:27]1([CH3:37])[CH:32]=[CH:31][C:30]([S:33](Cl)(=[O:35])=[O:34])=[CH:29][CH:28]=1.CO>O>[CH3:20][O:19][C:3]([O:2][CH3:1])([O:5][C:6]([NH:8][C@H:9]([C:16]([OH:18])=[O:17])[CH2:10][C:11]1[N:15]=[CH:14][N:13]([S:33]([C:30]2[CH:31]=[CH:32][C:27]([CH3:37])=[CH:28][CH:29]=2)(=[O:35])=[O:34])[CH:12]=1)=[O:7])[CH3:4] |f:1.2.3|. Procedure details: N-[(1,1-Dimethoxyethoxy)carbonyl]-L-histidine (12.7 g, 50 mmol) was dissolved in a solution of sodium carbonate (10.6 g, 100 mmol) in 150 ml water and cooled to 10°. p-Toluenesulfonylchloride (12.8 g, 67 mmol) was added in very small portions over a period of 30 minutes while maintaining vigorous stirring and controlling the temperature between 10°-15°. After the addition was complete, the reaction mixture was warmed to room temperature and stirring continued for an additional 4 hours. The react... Reactants: O=C([O-])[O-], COc1cc2cc3c(Nc4cc(OC)c(Cl)cc4Cl)c(C#N)cnc3cc2cc1O, [Cs+], [Cs+], CN(C)C=O, Cc1ccc(S(=O)(=O)OCCCl)cc1. Yields the product COc1cc(Nc2c(C#N)cnc3cc4cc(OCCCl)c(OC)cc4cc23)c(Cl)cc1Cl. RXN SMILES: [C:45](=[O:46])([O-:47])[O-:48].[Cl:1][c:2]1[c:3]([NH:11][c:12]2[c:13]([C:29]#[N:30])[cH:14][n:15][c:16]3[cH:17][c:18]4[c:19]([cH:20][c:21]23)[cH:22][c:23]([O:27][CH3:28])[c:24]([OH:26])[cH:25]4)[cH:4][c:5]([O:9][CH3:10])[c:6]([Cl:8])[cH:7]1.[Cs+:49].[Cs+:50].[O:51]=[CH:52][N:53]([CH3:54])[CH3:55].[c:31]1([CH3:32])[cH:33][cH:34][c:35]([S:36]([O:37][CH2:41][CH2:42][Cl:43])(=[O:38])=[O:39])[cH:40][cH:44]1>>[Cl:1][c:2]1[c:3]([NH:11][c:12]2[c:13]([C:29]#[N:30])[cH:14][n:15][c:16]3[cH:17][c:18]4[c:19]([cH:20][c:21]23)[cH:22][c:23]([O:27][CH3:28])[c:24]([O:26][CH2:41][CH2:42][Cl:43])[cH:25]4)[cH:4][c:5]([O:9][CH3:10])[c:6]([Cl:8])[cH:7]1. Starting materials: COC=1C=C(C=CC1OCCC)C=1C=CC(NN1)=O (6-(3-methoxy-4-n-propoxyphenyl)-3[2H]pyridazinone), Cl (HCl), ice. The solvent is O=P(Cl)(Cl)Cl (phosphorus oxytrichloride). Conditions: temperature 100 celsius. Product: ClC=1N=NC(=CC1)C1=CC(=C(C=C1)OCCC)OC (3-Chloro-6-(3-methoxy-4-n-propoxyphenyl)pyridazine). Yield: 98.8%. RXN SMILES: [CH3:1][O:2][C:3]1[CH:4]=[C:5]([C:13]2[CH:14]=[CH:15][C:16](=O)[NH:17][N:18]=2)[CH:6]=[CH:7][C:8]=1[O:9][CH2:10][CH2:11][CH3:12].[ClH:20]>O=P(Cl)(Cl)Cl>[Cl:20][C:16]1[N:17]=[N:18][C:13]([C:5]2[CH:6]=[CH:7][C:8]([O:9][CH2:10][CH2:11][CH3:12])=[C:3]([O:2][CH3:1])[CH:4]=2)=[CH:14][CH:15]=1. Procedure: 18.0 g 6-(3-methoxy-4-n-propoxyphenyl)-3[2H]pyridazinone are suspended in 63.6 g phosphorus oxytrichloride. The mixture is stirred at 100° C. until a clear solution has formed and the evolution of HCl stops. The solution is cooled to about 50° C. and poured onto 1 kg of ice, while stirring constantly, whereupon a crystalline precipitate forms immediately, this being filtered off with suction and washed free from acid with water, dilute sodium bicarbonate solution and again with water. Drying in ... Starting materials: Oc1ccc(Br)nc1, CCOC(=O)N=NC(=O)OCC, OCc1ccccc1Oc1ccccc1, C1CCOC1, c1ccc(P(c2ccccc2)c2ccccc2)cc1. Product: Brc1ccc(OCc2ccccc2Oc2ccccc2)cn1. RXN SMILES: [Br:1][c:2]1[cH:3][cH:4][c:5]([OH:8])[cH:6][n:7]1.[O:28]=[C:29]([O:30][CH2:31][CH3:32])[N:33]=[N:34][C:35]([O:36][CH2:37][CH3:38])=[O:39].[O:40]([c:41]1[cH:42][cH:43][cH:44][cH:45][cH:46]1)[c:47]1[c:48]([CH2:53][OH:54])[cH:49][cH:50][cH:51][cH:52]1.[O:55]1[CH2:56][CH2:57][CH2:58][CH2:59]1.[c:9]1([P:10]([c:11]2[cH:12][cH:13][cH:14][cH:15][cH:16]2)[c:17]2[cH:18][cH:19][cH:20][cH:21][cH:22]2)[cH:23][cH:24][cH:25][cH:26][cH:27]1>>[Br:1][c:2]1[cH:3][cH:4][c:5]([O:8][CH2:53][c:48]2[c:47]([O:40][c:41]3[cH:42][cH:43][cH:44][cH:45][cH:46]3)[cH:52][cH:51][cH:50][cH:49]2)[cH:6][n:7]1.